From a dataset of the Open Reaction Database (ORD), a public repository of structured organic reaction records. describe an organic reaction: reactants, conditions, products, and yield The reactants are FC1=CC=C(C=CC2=NN=C(CC3=C2C=C2C(=C3)OCO2)C)C=C1 (1-(4-fluorostyryl)-4-methyl-7,8-methylenedioxy-5H-2,3-benzodiazepine), C([O-])([O-])=O.[Na+].[Na+] (sodium carbonate), C(C)(=O)O (acetic acid), [BH4-].[Na+] (sodium borohydride). Run in O (water). Conditions: time 2 hour. The product is FC1=CC=C(C=CC2=NNC(CC3=C2C=C2C(=C3)OCO2)C)C=C1 (1-(4-Fluorostyryl)-4-methyl-7,8-methylenedioxy-3,4-dihydro-5H-2,3-benzodiazepine). RXN SMILES: [F:1][C:2]1[CH:24]=[CH:23][C:5]([CH:6]=[CH:7][C:8]2[C:14]3[CH:15]=[C:16]4[O:21][CH2:20][O:19][C:17]4=[CH:18][C:13]=3[CH2:12][C:11]([CH3:22])=[N:10][N:9]=2)=[CH:4][CH:3]=1.C(O)(=O)C.[BH4-].[Na+].C(=O)([O-])[O-].[Na+].[Na+]>O>[F:1][C:2]1[CH:24]=[CH:23][C:5]([CH:6]=[CH:7][C:8]2[C:14]3[CH:15]=[C:16]4[O:21][CH2:20][O:19][C:17]4=[CH:18][C:13]=3[CH2:12][CH:11]([CH3:22])[NH:10][N:9]=2)=[CH:4][CH:3]=1 |f:2.3,4.5.6|. Reported procedure: To a mixture of 2.0 g (6.2 mmoles) of 1-(4-fluorostyryl)-4-methyl-7,8-methylenedioxy-5H-2,3-benzodiazepine prepared according to Example 86 and 10 ml of glacial acetic acid a solution of 3.0 g (79 mmoles) of sodium borohydride in 10 ml of water is added in small portions, while the temperature of the reaction mixture is kept below 35° C. The mixture is then stirred for further 2 hours and made alkaline by adding some sodium carbonate solution to it. The alkaline solution is extracted three times... Yields the product C(C1=CC=CC=C1)OC1=CC=C(C=C1)C1(COC2=CC(=CC=C2C1=O)OCOC)C (3-(4-benzyloxyphenyl)-7-methoxymethyloxy-3-methylchroman-4-one). Conditions: time 8 hour. Reported procedure: To a mixture of 3-(4-hydroxyphenyl)-7-methoxymethyloxy-3-methylchroman-4-one (3.55 g, 11.293 mmol) and potassium carbonate (9.35 g, 67.76 mmol) in acetone (130 ml) was added benzyl bromide (5.795 g, 33.879 mmol) at room temperature and stirred overnight. When the reaction was completed, water was added to the reaction solution which was then extracted with ethyl acetate. The extract was dried over anhydrous magnesium sulfate and concentrated under reduced pressure. The residue was purified by co... Starting materials: O (water), OC1=CC=C(C=C1)C1(COC2=CC(=CC=C2C1=O)OCOC)C (3-(4-hydroxyphenyl)-7-methoxymethyloxy-3-methylchroman-4-one), C([O-])([O-])=O.[K+].[K+] (potassium carbonate), C(C1=CC=CC=C1)Br (benzyl bromide). As a reaction SMILES: [OH:1][C:2]1[CH:7]=[CH:6][C:5]([C:8]2([CH3:23])[C:17](=[O:18])[C:16]3[C:11](=[CH:12][C:13]([O:19][CH2:20][O:21][CH3:22])=[CH:14][CH:15]=3)[O:10][CH2:9]2)=[CH:4][CH:3]=1.C(=O)([O-])[O-].[K+].[K+].[CH2:30](Br)[C:31]1[CH:36]=[CH:35][CH:34]=[CH:33][CH:32]=1.O>CC(C)=O>[CH2:30]([O:1][C:2]1[CH:3]=[CH:4][C:5]([C:8]2([CH3:23])[C:17](=[O:18])[C:16]3[C:11](=[CH:12][C:13]([O:19][CH2:20][O:21][CH3:22])=[CH:14][CH:15]=3)[O:10][CH2:9]2)=[CH:6][CH:7]=1)[C:31]1[CH:36]=[CH:35][CH:34]=[CH:33][CH:32]=1 |f:1.2.3|. Yield: 100.5%. The solvent is CC(=O)C (acetone). Reactants: B(F)(F)F (BF3), B(F)(F)F (BF3), B(F)(F)F.CO.C(C(C)C)(=O)OC (BF3 methanol methyl isobutyrate). Yields the product C(CC)(=O)OC (Methyl propionate), C=C (ethylene), B(F)(F)F (BF3). As a reaction SMILES: [B:1]([F:4])([F:3])[F:2].CO.[C:7]([O:12][CH3:13])(=[O:11])[CH:8](C)[CH3:9].B(F)(F)F>>[C:7]([O:12][CH3:13])(=[O:11])[CH2:8][CH3:9].[CH2:7]=[CH2:8].[B:1]([F:4])([F:3])[F:2] |f:0.1.2|. Reported procedure: In still another approach, an admixture of BF3 /methanol/methyl isobutyrate in a molar ratio of 1:1:0.5 was introduced to the top of a countercurrent stripping column while nitrogen was passed through the bottom of the column under atmospheric pressure at a temperature of 80° C. The effort to preferentially strip the BF3 was unsuccessful. Analysis showed that no BF3 was removed by this technique. Methyl propionate is produced from ethylene and BF3.CH3OH. The reactants are O=C([O-])[O-], CCOC(=O)C(Br)c1ccc(S(=O)(=O)N2CCCCC2)cc1, CC#N, [Cs+], [Cs+], Oc1ccc(F)cc1F, O. Yields the product CCOC(=O)C(Oc1ccc(F)cc1F)c1ccc(S(=O)(=O)N2CCCCC2)cc1. Reaction SMILES: [C:10](=[O:11])([O-:12])[O-:13].[CH2:16]([CH3:17])[O:18][C:19]([CH:20]([c:21]1[cH:22][cH:23][c:24]([S:27](=[O:28])(=[O:29])[N:30]2[CH2:31][CH2:32][CH2:33][CH2:34][CH2:35]2)[cH:25][cH:26]1)[Br:36])=[O:37].[CH3:38][C:39]#[N:40].[Cs+:14].[Cs+:15].[F:1][c:2]1[c:3]([OH:9])[cH:4][cH:5][c:6]([F:8])[cH:7]1.[OH2:41]>>[F:1][c:2]1[c:3]([O:9][CH:20]([C:19]([O:18][CH2:16][CH3:17])=[O:37])[c:21]2[cH:22][cH:23][c:24]([S:27](=[O:28])(=[O:29])[N:30]3[CH2:31][CH2:32][CH2:33][CH2:34][CH2:35]3)[cH:25][cH:26]2)[cH:4][cH:5][c:6]([F:8])[cH:7]1. Reactants: ClC=1N=C(C2=C(N1)C(=NC=N2)SCC2=CC=C(C=C2)Cl)N2CCS(CC2)=O (2-chloro-8-(4-chlorobenzyl-thio)-4-(1-oxido-thiomorpholino)-pyrimido-[5,4-d]-pyrimidine), N1CCNCC1 (piperazine). Yields the product ClC1=CC=C(CSC2=NC=NC3=C2N=C(N=C3N3CCS(CC3)=O)N3CCNCC3)C=C1 (8-(4-Chlorobenzyl-thio)-4-(1-oxido-thiomorpholino)-2-piperazino-pyrimido-[5,4-d]-pyrimidine). As a reaction SMILES: Cl[C:2]1[N:3]=[C:4]([N:21]2[CH2:26][CH2:25][S:24](=[O:27])[CH2:23][CH2:22]2)[C:5]2[N:11]=[CH:10][N:9]=[C:8]([S:12][CH2:13][C:14]3[CH:19]=[CH:18][C:17]([Cl:20])=[CH:16][CH:15]=3)[C:6]=2[N:7]=1.[NH:28]1[CH2:33][CH2:32][NH:31][CH2:30][CH2:29]1>>[Cl:20][C:17]1[CH:16]=[CH:15][C:14]([CH2:13][S:12][C:8]2[C:6]3[N:7]=[C:2]([N:28]4[CH2:33][CH2:32][NH:31][CH2:30][CH2:29]4)[N:3]=[C:4]([N:21]4[CH2:26][CH2:25][S:24](=[O:27])[CH2:23][CH2:22]4)[C:5]=3[N:11]=[CH:10][N:9]=2)=[CH:19][CH:18]=1. Procedure details: This compound was prepared analogous to Example 1 from 2-chloro-8-(4-chlorobenzyl-thio)-4-(1-oxido-thiomorpholino)-pyrimido-[5,4-d]-pyrimidine (m.p.: 232°-234° C.) and piperazine.